This data is from the Open Reaction Database (ORD), a public repository of structured organic reaction records. The task is: describe an organic reaction: reactants, conditions, products, and yield Reactants: Cl (hydrochloric acid), C1(=CC=CC=C1)C(C(=O)O)(C)C1=CC=CC=C1 (diphenylpropionic acid), C(C(=O)Cl)(=O)Cl (oxalyl chloride), N[C@@H](CC1=CC=CC=C1)C(=O)O (racemic phenylalanine). The reagents and catalysts are CN(C=O)C (dimethylformamide). Solvent: ClCCl (dichloromethane), C([O-])(O)=O.[Na+] (sodium bicarbonate), O1CCCC1 (tetrahydrofuran). Reaction conditions: time 1 hour. Yields the product O=C(CC(C1=CC=CC=C1)C1=CC=CC=C1)NC(C(=O)O)CC1=CC=CC=C1 (α-[(1-Oxo-3,3-diphenylpropyl)amino]benzenepropionic acid). Yield: 55.7%. As a reaction SMILES: [C:1]1([C:7]([C:12]2[CH:17]=[CH:16][CH:15]=[CH:14][CH:13]=2)([CH3:11])C(O)=O)[CH:6]=[CH:5][CH:4]=[CH:3][CH:2]=1.C(Cl)(=O)[C:19](Cl)=[O:20].[NH2:24][C@H:25]([C:33]([OH:35])=[O:34])[CH2:26][C:27]1[CH:32]=[CH:31][CH:30]=[CH:29][CH:28]=1.Cl>ClCCl.CN(C)C=O.C(=O)(O)[O-].[Na+].O1CCCC1>[O:20]=[C:19]([NH:24][CH:25]([CH2:26][C:27]1[CH:32]=[CH:31][CH:30]=[CH:29][CH:28]=1)[C:33]([OH:35])=[O:34])[CH2:11][CH:7]([C:1]1[CH:2]=[CH:3][CH:4]=[CH:5][CH:6]=1)[C:12]1[CH:13]=[CH:14][CH:15]=[CH:16][CH:17]=1 |f:6.7|. Procedure details: To a magnetically stirred suspension of 5.00 g (22.1 mmol) of diphenylpropionic acid in 25 ml of dry dichloromethane under nitrogen was added 2.12 ml (24.3 mmol) of oxalyl chloride followed by two drops of dimethylformamide. After stirring for one hour, the solution was rotary evaporated and the residue placed under high vacuum to further remove any remaining volatiles. The resulting yellow oil was added to a solution of 3.65 g (22.1 mmol) of racemic phenylalanine in 50 ml of saturated aqueous s... Starting materials: C(C)(C)(C)OC(NC1=CC2=CC=CC(=C2C(=C1)OCC1=CC=CC=C1)Br)=O (tert-Butyl-(4-(benzyloxy)-5-bromonaphthalen-2-yl)carbamate), CC=1C=CC(=CC1)S(=O)(=O)O (TsOH), INC(CCC(=O)N)=O (N-iodosuccinamide). The solvent is C1CCOC1 (THF). Conditions: temperature 25 celsius, time 2 hour. Yields the product C(C)(C)(C)OC(NC1=C(C2=CC=CC(=C2C(=C1)OCC1=CC=CC=C1)Br)I)=O (tert-Butyl-(4-(benzyloxy)-5-bromo-1-iodonaphthalen-2-yl)carbamate). Isolated yield 94.7%. RXN SMILES: [C:1]([O:5][C:6](=[O:27])[NH:7][C:8]1[CH:17]=[C:16]([O:18][CH2:19][C:20]2[CH:25]=[CH:24][CH:23]=[CH:22][CH:21]=2)[C:15]2[C:10](=[CH:11][CH:12]=[CH:13][C:14]=2[Br:26])[CH:9]=1)([CH3:4])([CH3:3])[CH3:2].CC1C=CC(S(O)(=O)=O)=CC=1.[I:39]NC(=O)CCC(N)=O>C1COCC1>[C:1]([O:5][C:6](=[O:27])[NH:7][C:8]1[CH:17]=[C:16]([O:18][CH2:19][C:20]2[CH:21]=[CH:22][CH:23]=[CH:24][CH:25]=2)[C:15]2[C:10](=[CH:11][CH:12]=[CH:13][C:14]=2[Br:26])[C:9]=1[I:39])([CH3:4])([CH3:2])[CH3:3]. Procedure details: Carbamate 10 (1.20 g, 2.80 mmol) was dissolved in freshly distilled THF (0.17 M) under Ar and in the absence of light, and TsOH□H2O (53 mg, 0.28 mmol) and N-iodosuccinamide (753 mg, 3.30 mmol) were added. The reaction mixture was allowed to stir at 25° C. for 2 h. After 2 h, the reaction was quenched with the addition saturated aqueous NaHCO3 and diluted with ethyl acetate. The organic layer was washed with saturated aqueous NaCl, dried over Na2SO4, and concentrated under reduced pressure. Flash... Reactants: FC(C=1C=CC(=C(C(=O)C2=C(C=CC=C2)Br)C1)N1C(=NN=C1)CN1C(C=2C(C1=O)=CC=CC2)=O)(F)F (5-trifluoromethyl-2-[3-phthalimidomethyl-4H-1,2,4-triazol-4-yl]-2'-bromobenzophenone), BrN1C(CCC1=O)=O (N-bromosuccinimide). Yields the product FC(C=1C=CC(=C(C(=O)C2=C(C=CC=C2)Br)C1)N1C(=NN=C1CN1C(C=2C(C1=O)=CC=CC2)=O)Br)(F)F (5-trifluoromethyl-2-[3-bromo-5-phthalimidomethyl-4H-1,2,4-triazol-4-yl]-2'-bromobenzophenone). As a reaction SMILES: [F:1][C:2]([F:36])([F:35])[C:3]1[CH:4]=[CH:5][C:6]([N:18]2[CH:22]=[N:21][N:20]=[C:19]2[CH2:23][N:24]2[C:28](=[O:29])[C:27]3=[CH:30][CH:31]=[CH:32][CH:33]=[C:26]3[C:25]2=[O:34])=[C:7]([CH:17]=1)[C:8]([C:10]1[CH:15]=[CH:14][CH:13]=[CH:12][C:11]=1[Br:16])=[O:9].[Br:37]N1C(=O)CCC1=O>>[F:36][C:2]([F:1])([F:35])[C:3]1[CH:4]=[CH:5][C:6]([N:18]2[C:19]([CH2:23][N:24]3[C:28](=[O:29])[C:27]4=[CH:30][CH:31]=[CH:32][CH:33]=[C:26]4[C:25]3=[O:34])=[N:20][N:21]=[C:22]2[Br:37])=[C:7]([CH:17]=1)[C:8]([C:10]1[CH:15]=[CH:14][CH:13]=[CH:12][C:11]=1[Br:16])=[O:9]. Procedure: Following the procedure of Example 1, 5-trifluoromethyl-2-[3-phthalimidomethyl-4H-1,2,4-triazol-4-yl]-2'-bromobenzophenone is reacted with N-bromosuccinimide to form 5-trifluoromethyl-2-[3-bromo-5-phthalimidomethyl-4H-1,2,4-triazol-4-yl]-2'-bromobenzophenone. Starting materials: B.CSC (Borane methyl sulfide), BrCC=1C=C(C=C(C1)F)CC(=O)O (2-(3-(bromomethyl)-5-fluorophenyl)acetic acid). Solvent: C1CCOC1 (THF). Conditions: temperature 0 celsius, time 10 minute. Product: BrCC=1C=C(C=C(C1)F)CCO (2-(3-(Bromomethyl)-5-fluorophenyl)ethanol). As a reaction SMILES: B.CSC.[Br:5][CH2:6][C:7]1[CH:8]=[C:9]([CH2:14][C:15](O)=[O:16])[CH:10]=[C:11]([F:13])[CH:12]=1>C1COCC1>[Br:5][CH2:6][C:7]1[CH:8]=[C:9]([CH2:14][CH2:15][OH:16])[CH:10]=[C:11]([F:13])[CH:12]=1 |f:0.1|. Procedure details: Borane-methyl sulfide complex (2M in THF, 17.4 mL) was added dropwise over 10 minutes to a solution of 2-(3-(bromomethyl)-5-fluorophenyl)acetic acid (example 41, step a) (4.3 g) in THF (60 mL) at 0° C. The mixture was stirred at 0° C. for 10 minutes and then at 20° C. for 1 hour. The reaction mixture was quenched by dropwise addition of methanol and the solvents were removed under reduced pressure. The crude product was purified by flash silica chromatography using 30% ethyl acetate in isohexane... Starting materials: CCOC(=O)C1=C2COCC(=O)N2CC1, CC(=O)O, ClCCl, O=[Pt]=O. Yields the product CCOC(=O)C1CCN2C(=O)COCC12. As a reaction SMILES: [CH2:1]([CH3:2])[O:3][C:4](=[O:5])[C:6]1=[C:10]2[N:9]([CH2:8][CH2:7]1)[C:14](=[O:15])[CH2:13][O:12][CH2:11]2.[CH3:16][C:17](=[O:18])[OH:19].[Cl:20][CH2:21][Cl:22].[Pt:23](=[O:24])=[O:25]>>[CH2:1]([CH3:2])[O:3][C:4](=[O:5])[CH:6]1[CH2:7][CH2:8][N:9]2[CH:10]1[CH2:11][O:12][CH2:13][C:14]2=[O:15]. The reactants are C(C)(C)(C)OC(=O)N1CCN(CC1)C1=C(C(=CC=C1)F)C#N (4-(2-cyano-3-fluorophenyl)piperazine-1-carboxylic acid tert-butyl ester), C(O)(O)=O.NC(=N)N (guanidine carbonate), O (water). The solvent is CC(=O)N(C)C (DMA). Reaction conditions: temperature 145 celsius, time 15 minute. Product: C(C)(C)(C)OC(=O)N1CCN(CC1)C1=C2C(=NC(=NC2=CC=C1)N)N (4-(2,4-Diaminoquinazolin-5-yl)piperazine-1-carboxylic acid tert-butyl ester). The yield is 40.4%. Reaction SMILES: [C:1]([O:5][C:6]([N:8]1[CH2:13][CH2:12][N:11]([C:14]2[CH:19]=[CH:18][CH:17]=[C:16](F)[C:15]=2[C:21]#[N:22])[CH2:10][CH2:9]1)=[O:7])([CH3:4])([CH3:3])[CH3:2].C(=O)(O)O.[NH2:27][C:28]([NH2:30])=[NH:29].O>CC(N(C)C)=O>[C:1]([O:5][C:6]([N:8]1[CH2:13][CH2:12][N:11]([C:14]2[CH:19]=[CH:18][CH:17]=[C:16]3[C:15]=2[C:21]([NH2:22])=[N:27][C:28]([NH2:30])=[N:29]3)[CH2:10][CH2:9]1)=[O:7])([CH3:4])([CH3:3])[CH3:2] |f:1.2|. Reported procedure: In a reaction vessel, 4-(2-cyano-3-fluorophenyl)piperazine-1-carboxylic acid tert-butyl ester (613.7 mg; 2 mmol) and guanidine carbonate (360.6 mg; 2 mmol) were suspended in 2 mL DMA. The reaction mixture was heated to 145° C. for 22 hours. The mixture was cooled to room temperature and 4 mL of water was added and stirred for 15 minutes. The solid was collected by vacuum filtration and washed with water and ethyl acetate and dried under vacuum to yield 278.4 mg (40% yield) of the title compound. The reactants are C(C=C)N(C(N(C)C)=O)C (3-allyl-1,1,3-trimethylurea), NC1=C(C=CC=C1)N1CCOCC1 (4-(2-aminophenyl)morpholine), P(=O)(Cl)(Cl)Cl (phosphorus oxychloride). RXN SMILES: [CH2:1]([N:4]([CH3:10])[C:5](=O)[N:6]([CH3:8])[CH3:7])[CH:2]=[CH2:3].[NH2:11][C:12]1[CH:17]=[CH:16][CH:15]=[CH:14][C:13]=1[N:18]1[CH2:23][CH2:22][O:21][CH2:20][CH2:19]1.P(Cl)(Cl)(Cl)=O>C1C=CC=CC=1>[CH2:1]([N:4]([CH3:10])[C:5]([N:6]([CH3:8])[CH3:7])=[N:11][C:12]1[CH:17]=[CH:16][CH:15]=[CH:14][C:13]=1[N:18]1[CH2:23][CH2:22][O:21][CH2:20][CH2:19]1)[CH:2]=[CH2:3]. Yields the product C(C=C)N(C(=NC1=C(C=CC=C1)N1CCOCC1)N(C)C)C (1-allyl-2-(2-morpholinophenyl)-1,3,3-trimethylguanidine). The solvent is C1=CC=CC=C1 (benzene), C1=CC=CC=C1 (benzene). Procedure details: Reaction of 3-allyl-1,1,3-trimethylurea (7.17 g) in benzene (50 ml) with 4-(2-aminophenyl)morpholine (6 g) in benzene (30 ml) in the presence of phosphorus oxychloride (4.71 ml) for 45 hours at 70° C. gave 1-allyl-2-(2-morpholinophenyl)-1,3,3-trimethylguanidine (bp. 148°-150° C. at 0.2 mm Hg).